From a dataset of the Open Reaction Database (ORD), a public repository of structured organic reaction records. describe an organic reaction: reactants, conditions, products, and yield Reactants: ClC1=C(C=CC(=C1)Cl)C=1N=C(C(=NC1CC)N[C@H]1[C@H](CC2=CC=CC=C12)O)CC ((1R,2S)-1-{[5-(2,4-dichlorophenyl)-3,6-diethylpyrazin-2-yl]amino}-2,3-dihydro-1H-inden-2-ol), BrC=1N=C(C(=NC1CC)NC1CCCC2=CC=CC=C12)CC (5-bromo-3,6-diethyl-N-(1,2,3,4-tetrahydronaphthalen-1-yl)pyrazin-2-amine). Yields the product ClC1=C(C=CC(=C1)Cl)C=1N=C(C(=NC1CC)NC1CCCC2=CC=CC=C12)CC (5-(2,4-dichlorophenyl)-3,6-diethyl-N-(1,2,3,4-tetrahydronaphthalen-1-yl)pyrazin-2-amine). RXN SMILES: [Cl:1][C:2]1[CH:7]=[C:6]([Cl:8])[CH:5]=[CH:4][C:3]=1[C:9]1[N:10]=[C:11]([CH2:28][CH3:29])[C:12]([NH:17][C@@H:18]2[C:26]3[C:21](=[CH:22][CH:23]=[CH:24][CH:25]=3)[CH2:20][C@@H:19]2O)=[N:13][C:14]=1[CH2:15][CH3:16].Br[C:31]1N=C(CC)C(NC2C3C(=CC=CC=3)CCC2)=NC=1CC>>[Cl:1][C:2]1[CH:7]=[C:6]([Cl:8])[CH:5]=[CH:4][C:3]=1[C:9]1[N:10]=[C:11]([CH2:28][CH3:29])[C:12]([NH:17][CH:18]2[C:26]3[C:21](=[CH:22][CH:23]=[CH:24][CH:25]=3)[CH2:20][CH2:31][CH2:19]2)=[N:13][C:14]=1[CH2:15][CH3:16]. Procedure: Following the procedure for the preparation of (1R,2S)-1-{[5-(2,4-dichlorophenyl)-3,6-diethylpyrazin-2-yl]amino}-2,3-dihydro-1H-inden-2-ol but substituting 5-bromo-3,6-diethyl-N-(1,2,3,4-tetrahydronaphthalen-1-yl)pyrazin-2-amine and making non-critical variations provided the title compound as a oil: 1H NMR (400 MHz, CDCl3) δ 7.40, 7.32, 7.20, 7.08, 5.41, 4.57, 2.80, 2.53, 2.41, 2.06, 1.96, 1.90, 1.18; 13C NMR (100 MHz, CDCl3) δ 151.50, 150.93, 140.37, 138.53, 138.37, 137.87, 137.123, 135.36, 13...